The task is: describe an organic reaction: reactants, conditions, products, and yield. This data is from the Open Reaction Database (ORD), a public repository of structured organic reaction records. Starting materials: styrene-butadiene rubber, C(C)(C)(C)OO (t-butyl hydroperoxide), C(C(=C)C)(=O)OC (methyl methacrylate), C=CC1=CC=CC=C1 (styrene). Run in O (water). Product: C(C(=C)C)(=O)OCC1CO1 (glycidyl methacrylate). RXN SMILES: [C:1]([O:6][CH3:7])(=[O:5])[C:2]([CH3:4])=[CH2:3].C=CC1C=CC=CC=1.[C:16]([O:20]O)([CH3:19])(C)C>O>[C:1]([O:6][CH2:7][CH:16]1[O:20][CH2:19]1)(=[O:5])[C:2]([CH3:4])=[CH2:3]. Procedure details: An amount of 1155 g of an aqueous latex of a core polymer mainly comprising a styrene-butadiene rubber (containing 375 g of styrene-butadiene rubber particles) as obtained using the procedure described in Example 2 was charged into a 3 L glass vessel followed by addition of 440 g of pure water. A monomer mixture composed of 62 g of methyl methacrylate, 38 g of styrene and 0.1 g of t-butyl hydroperoxide as a monomer mixture that is not the shell forming monomers (A) was added thereto over the cou... Starting materials: C1N2CN3CN1CN(C2)C3 (hexamethylenetetramine), Hexamethylenetetramine molybdate, O[Mo](=O)(=O)O (molybdic acid), [NH4+].[NH4+].[O-][Mo](=O)(=O)[O-] (ammonium molybdate). The solvent is O (water), O (water). Product: [Mo].C1N2CN3CN1CN(C2)C3 (molybdenum hexamethylenetetramine). RXN SMILES: [CH2:1]1[N:6]2[CH2:7][N:8]3[CH2:10][N:4]([CH2:5]2)[CH2:3][N:2]1[CH2:9]3.O[Mo:12](O)(=O)=O.[NH4+].[NH4+].[O-][Mo]([O-])(=O)=O>O>[Mo:12].[CH2:1]1[N:6]2[CH2:7][N:8]3[CH2:10][N:4]([CH2:5]2)[CH2:3][N:2]1[CH2:9]3 |f:2.3.4,6.7|. Procedure details: Hexamethylenetetramine molybdate having a 2/1 molybdenum/hexamethylenetetramine molar ratio was prepared as follows. 10 grams of hexamethylenetetramine was dissolved in 100 ml water heated near reflux temperature. 24.01 grams of commercial, so-called "molybdic acid" (actually at least one ammonium molybdate) was dissolved in 169 ml water heated to reflux temperature. The first solution was added to the second solution.